describe an organic reaction: reactants, conditions, products, and yield From a dataset of the Open Reaction Database (ORD), a public repository of structured organic reaction records. Reactants: CC1(OB(OC1(C)C)C1=CC=C(C=C1)O)C (4-(4,4,5,5-tetramethyl-1,3,2-dioxaborolan-2-yl)phenol), CC1=CC=C(C=C1)S(=O)(=O)O[C@H]1COCC1 ((R)-tetrahydrofuran-3-yl 4-methylbenzenesulfonate), C(=O)([O-])[O-].[K+].[K+] (K2CO3). Run in CN(C)C=O (DMF), C(C)(=O)OCC (ethyl acetate). Conditions: temperature 85 celsius. The product is CC1(OB(OC1(C)C)C1=CC=C(C=C1)O[C@@H]1COCC1)C ((S)-4,4,5,5-tetramethyl-2-(4-(tetrahydrofuran-3-yloxy)phenyl)-1,3,2-dioxaborolane). Yield: 36.3%. RXN SMILES: [CH3:1][C:2]1([CH3:16])[C:6]([CH3:8])([CH3:7])[O:5][B:4]([C:9]2[CH:14]=[CH:13][C:12]([OH:15])=[CH:11][CH:10]=2)[O:3]1.CC1C=CC(S(O[C@@H:28]2[CH2:32][CH2:31][O:30][CH2:29]2)(=O)=O)=CC=1.C([O-])([O-])=O.[K+].[K+]>CN(C=O)C.C(OCC)(=O)C>[CH3:8][C:6]1([CH3:7])[C:2]([CH3:16])([CH3:1])[O:3][B:4]([C:9]2[CH:14]=[CH:13][C:12]([O:15][C@H:28]3[CH2:32][CH2:31][O:30][CH2:29]3)=[CH:11][CH:10]=2)[O:5]1 |f:2.3.4|. Procedure: A mixture of 4-(4,4,5,5-tetramethyl-1,3,2-dioxaborolan-2-yl)phenol (5 g, 22.8 mmole), (R)-tetrahydrofuran-3-yl 4-methylbenzenesulfonate (6.6 g, 22.8 mmol) and K2CO3 (8.0 g, 58 mmole) in DMF (25 mL) was heated at 85° C. for 15 h. The reaction mixture was diluted with ethyl acetate, washed with water, dried over MgSO4, filtered, and concentrated under vacuum The residue was purified by flash chromatography (silica gel, elute: 5% ethyl acetate in hexane) to give the title compound (2.4 g, 30% yield...